This data is from the Open Reaction Database (ORD), a public repository of structured organic reaction records. The task is: describe an organic reaction: reactants, conditions, products, and yield The reactants are NCCCCC(NC(CCc1ccccc1)C(=O)O)C(=O)N1CCCC1C(=O)O, NC(=O)C=O, NC(=O)CO. Yields the product NC(=O)CNCCCCC(NC(CCc1ccccc1)C(=O)O)C(=O)N1CCCC1C(=O)O. Reaction SMILES: [C:1](=[O:2])([OH:3])[CH:4]([CH2:5][CH2:6][c:7]1[cH:8][cH:9][cH:10][cH:11][cH:12]1)[NH:13][CH:14]([CH2:15][CH2:16][CH2:17][CH2:18][NH2:19])[C:20](=[O:21])[N:22]1[CH:23]([C:24](=[O:25])[OH:26])[CH2:27][CH2:28][CH2:29]1.[C:30]([CH:31]=[O:32])(=[O:33])[NH2:34].[C:35]([NH2:36])(=[O:37])[CH2:38][OH:39]>>[C:1](=[O:2])([OH:3])[CH:4]([CH2:5][CH2:6][c:7]1[cH:8][cH:9][cH:10][cH:11][cH:12]1)[NH:13][CH:14]([CH2:15][CH2:16][CH2:17][CH2:18][NH:19][CH2:31][C:30](=[O:33])[NH2:34])[C:20](=[O:21])[N:22]1[CH:23]([C:24](=[O:25])[OH:26])[CH2:27][CH2:28][CH2:29]1. The reactants are CC1CC(C)CN(S(=O)(=O)c2ccc3c(c2)c(=O)c2cc(S(=O)(=O)N4CC(C)CC(C)C4)ccc2n3C)C1, COc1ccc(P2(=S)SP(=S)(c3ccc(OC)cc3)S2)cc1, Cc1ccccc1. Product: CC1CC(C)CN(S(=O)(=O)c2ccc3c(c2)c(=S)c2cc(S(=O)(=O)N4CC(C)CC(C)C4)ccc2n3C)C1. As a reaction SMILES: [CH3:1][CH:2]1[CH2:3][N:4]([S:9](=[O:10])(=[O:11])[c:12]2[cH:13][c:14]3[c:15](=[O:38])[c:16]4[cH:17][c:18]([S:27](=[O:28])(=[O:29])[N:30]5[CH2:31][CH:32]([CH3:37])[CH2:33][CH:34]([CH3:36])[CH2:35]5)[cH:19][cH:20][c:21]4[n:22]([CH3:26])[c:23]3[cH:24][cH:25]2)[CH2:5][CH:6]([CH3:8])[CH2:7]1.[CH3:39][O:40][c:41]1[cH:42][cH:43][c:44]([P:45]2(=[S:48])[S:46][P:47]([c:49]3[cH:50][cH:51][c:52]([O:53][CH3:54])[cH:55][cH:56]3)(=[S:57])[S:58]2)[cH:59][cH:60]1.[CH3:61][c:62]1[cH:63][cH:64][cH:65][cH:66][cH:67]1>>[CH3:1][CH:2]1[CH2:3][N:4]([S:9](=[O:10])(=[O:11])[c:12]2[cH:13][c:14]3[c:15](=[S:48])[c:16]4[cH:17][c:18]([S:27](=[O:28])(=[O:29])[N:30]5[CH2:31][CH:32]([CH3:37])[CH2:33][CH:34]([CH3:36])[CH2:35]5)[cH:19][cH:20][c:21]4[n:22]([CH3:26])[c:23]3[cH:24][cH:25]2)[CH2:5][CH:6]([CH3:8])[CH2:7]1. The reactants are C1(=CC=CC=C1)C (toluene), BrC1=CC(=C(C(=O)OC(C)(C)C)C=C1)[N+](=O)[O-] (tert-butyl 4-bromo-2-nitrobenzoate), ClC=1C=C(C=CC1)B(O)O (3-chlorophenylboronic acid), C([O-])([O-])=O.[Na+].[Na+] (sodium carbonate). Reagents/catalysts: C=1C=CC(=CC1)[P](C=2C=CC=CC2)(C=3C=CC=CC3)[Pd]([P](C=4C=CC=CC4)(C=5C=CC=CC5)C=6C=CC=CC6)([P](C=7C=CC=CC7)(C=8C=CC=CC8)C=9C=CC=CC9)[P](C=1C=CC=CC1)(C=1C=CC=CC1)C=1C=CC=CC1 (tetrakis(triphenylphosphine)palladium). Solvent: O (Water), O (water), C(C)O (ethanol). Product: ClC=1C=C(C=CC1)C1=CC(=C(C(=O)OC(C)(C)C)C=C1)[N+](=O)[O-] (tert-butyl 4-(3-chlorophenyl)-2-nitrobenzoate). The yield is 31.7%. RXN SMILES: C1(C)C=CC=CC=1.Br[C:9]1[CH:21]=[CH:20][C:12]([C:13]([O:15][C:16]([CH3:19])([CH3:18])[CH3:17])=[O:14])=[C:11]([N+:22]([O-:24])=[O:23])[CH:10]=1.[Cl:25][C:26]1[CH:27]=[C:28](B(O)O)[CH:29]=[CH:30][CH:31]=1.C(=O)([O-])[O-].[Na+].[Na+]>C1C=CC([P]([Pd]([P](C2C=CC=CC=2)(C2C=CC=CC=2)C2C=CC=CC=2)([P](C2C=CC=CC=2)(C2C=CC=CC=2)C2C=CC=CC=2)[P](C2C=CC=CC=2)(C2C=CC=CC=2)C2C=CC=CC=2)(C2C=CC=CC=2)C2C=CC=CC=2)=CC=1.O.C(O)C>[Cl:25][C:26]1[CH:31]=[C:30]([C:9]2[CH:21]=[CH:20][C:12]([C:13]([O:15][C:16]([CH3:19])([CH3:18])[CH3:17])=[O:14])=[C:11]([N+:22]([O-:24])=[O:23])[CH:10]=2)[CH:29]=[CH:28][CH:27]=1 |f:3.4.5,^1:44,46,65,84|. Procedure: To 20 mL of toluene solution containing 2.0 g of tert-butyl 4-bromo-2-nitrobenzoate, 6.0 mL of ethanol, 3.0 mL of water, 1.2 g of 3-chlorophenylboronic acid, 1.7 g of sodium carbonate and 0.23 g of tetrakis(triphenylphosphine)palladium (0) were added sequentially, and the resulting mixture was heated to reflux under nitrogen atmosphere for 3 hours. Water was added after the reaction mixture was cooled to room temperature. The organic layer was separated and dried over anhydrous magnesium sulfate... Starting materials: CC(=O)c1ccc(S(=O)(=O)Cl)cc1, ClCCl, Nc1nccs1, c1ccncc1. Product: CC(=O)c1ccc(S(=O)(=O)Nc2nccs2)cc1. Reaction SMILES: [C:1]([CH3:2])(=[O:3])[c:4]1[cH:5][cH:6][c:7]([S:10](=[O:11])(=[O:12])[Cl:13])[cH:8][cH:9]1.[Cl:20][CH2:21][Cl:22].[NH2:14][c:15]1[s:16][cH:17][cH:18][n:19]1.[cH:23]1[cH:24][cH:25][n:26][cH:27][cH:28]1>>[C:1]([CH3:2])(=[O:3])[c:4]1[cH:5][cH:6][c:7]([S:10](=[O:11])(=[O:12])[NH:14][c:15]2[s:16][cH:17][cH:18][n:19]2)[cH:8][cH:9]1. Reactants: [Cl-].[NH4+] (ammonium chloride), C(C1=CC=CC=C1)NC=1SC=C(N1)C=O (2-benzylaminothiazol-4-carbaldehyde), S1C(=S)N(C(=O)C1)CC(=O)O (rhodanine-3-acetic acid). Solvent: C(C)O (ethanol). Product: N (ammonia), C(C1=CC=CC=C1)NC=1SC=C(N1)C=C1C(N(C(S1)=S)CC(=O)O)=O (5-(2-Benzylaminothiazol-4-ylmethylene)rhodanine-3-acetic acid). Reaction SMILES: [CH2:1]([NH:8][C:9]1[S:10][CH:11]=[C:12]([CH:14]=O)[N:13]=1)[C:2]1[CH:7]=[CH:6][CH:5]=[CH:4][CH:3]=1.[S:16]1[CH2:22][C:20](=[O:21])[N:19]([CH2:23][C:24]([OH:26])=[O:25])[C:17]1=[S:18].[Cl-].[NH4+]>C(O)C>[NH3:8].[CH2:1]([NH:8][C:9]1[S:10][CH:11]=[C:12]([CH:14]=[C:22]2[S:16][C:17](=[S:18])[N:19]([CH2:23][C:24]([OH:26])=[O:25])[C:20]2=[O:21])[N:13]=1)[C:2]1[CH:3]=[CH:4][CH:5]=[CH:6][CH:7]=1 |f:2.3|. Procedure details: The reaction described in Example 1 was repeated, but using 0.58 g of 2-benzylaminothiazol-4-carbaldehyde, 0.5 g of rhodanine-3-acetic acid 0.3 g of ammonium chloride. 0.3 ml of 28% v/v aqueous ammonia and 40 ml of ethanol, giving the title compound as yellow needles. Reactants: FC(C=1C=C(C=C2C=NNC12)C(=O)O)(F)F (7-(trifluoromethyl)-1H-indazole-5-carboxylic acid), BrC1=CC=C2C=C(N=CC2=C1)N (7-bromoisoquinolin-3-amine). Product: NC=1N=CC2=CC(=CC=C2C1)C(=O)O (3-aminoisoquinoline-7-carboxylic acid). Reaction SMILES: FC(F)(F)[C:3]1[CH:4]=[C:5]([C:12]([OH:14])=[O:13])[CH:6]=[C:7]2[C:11]=1N[N:9]=[CH:8]2.BrC1C=C2C([CH:22]=[C:23](N)[N:24]=C2)=CC=1>>[NH2:24][C:23]1[N:9]=[CH:8][C:7]2[C:11]([CH:22]=1)=[CH:3][CH:4]=[C:5]([C:12]([OH:14])=[O:13])[CH:6]=2. Reported procedure: The title compound was prepared by a method analogous to that described in Steps 3-4 of Intermediate 21, using 7-bromoisoquinolin-3-amine. +ESI (M+H) 189.2; 1H NMR (400 MHz, CD3OD, δ): 8.87 (s, 1H), 8.52 (d, J=0.78 Hz, 1H), 7.98 (dd, J=8.78, 1.76 Hz, 1H), 7.54 (d, J=8.78 Hz, 1H), 6.77 (s, 1H). Reactants: B(O)O.C(C)(C)(C)OC(N)=O (carbamic acid tert-butyl ester boronic acid), C(=O)([O-])[O-].[K+].[K+] (K2CO3), C(C)(C)(C)OC(=O)N1C(CCC1)C=1NC(=CN1)C1=CC=C(C=C1)Br (2-[5-(4-bromo-phenyl)-1H-imidazol-2-yl]-pyrrolidine-1-carboxylic acid tert-butyl ester). The reagents and catalysts are C=1C=CC(=CC1)[P](C=2C=CC=CC2)(C=3C=CC=CC3)[Pd]([P](C=4C=CC=CC4)(C=5C=CC=CC5)C=6C=CC=CC6)([P](C=7C=CC=CC7)(C=8C=CC=CC8)C=9C=CC=CC9)[P](C=1C=CC=CC1)(C=1C=CC=CC1)C=1C=CC=CC1 (Pd(PPh3)4). Run in COCCOC.O (DME H2O). Conditions: temperature 80 celsius, time 18 hour. Yields the product C(C)(C)(C)OC(=O)N1C(CCC1)C=1NC(=CN1)C1=CC=C(C=C1)C1=CC=C(C=C1)C=1NC(=NC1)C1(CCC1)NC(=O)OC(C)(C)C (2-(5-{4′-[2-(1-tert-butoxycarbonylamino-cyclobutyl)-3H-imidazol-4-yl]-biphenyl-4-yl}-1H-imidazol-2-yl)-pyrrolidine-1-carboxylic acid tert-butyl ester). Yield: 9.4%. As a reaction SMILES: B(O)O.[C:4]([O:8][C:9](=[O:11])[NH2:10])([CH3:7])([CH3:6])[CH3:5].[C:12]([O:16][C:17]([N:19]1[CH2:23][CH2:22][CH2:21][CH:20]1[C:24]1[NH:25][C:26]([C:29]2[CH:34]=[CH:33][C:32](Br)=[CH:31][CH:30]=2)=[CH:27][N:28]=1)=[O:18])([CH3:15])([CH3:14])[CH3:13].C([O-])([O-])=O.[K+].[K+]>C1C=CC([P]([Pd]([P](C2C=CC=CC=2)(C2C=CC=CC=2)C2C=CC=CC=2)([P](C2C=CC=CC=2)(C2C=CC=CC=2)C2C=CC=CC=2)[P](C2C=CC=CC=2)(C2C=CC=CC=2)C2C=CC=CC=2)(C2C=CC=CC=2)C2C=CC=CC=2)=CC=1.COCCOC.O>[C:4]([O:8][C:9]([N:10]1[CH2:23][CH2:22][CH2:21][CH:20]1[C:24]1[NH:25][C:26]([C:29]2[CH:34]=[CH:33][C:32]([C:32]3[CH:31]=[CH:30][C:29]([C:26]4[NH:25][C:24]([C:20]5([NH:19][C:17]([O:16][C:12]([CH3:14])([CH3:15])[CH3:13])=[O:18])[CH2:21][CH2:22][CH2:23]5)=[N:28][CH:27]=4)=[CH:34][CH:33]=3)=[CH:31][CH:30]=2)=[CH:27][N:28]=1)=[O:11])([CH3:7])([CH3:6])[CH3:5] |f:0.1,3.4.5,7.8,^1:45,47,66,85|. Procedure details: 1-[1H-Imidazol-2-yl]-cyclobutyl}-carbamic acid tert-butyl ester boronic acid (60 mg, 0.17 mmol) and 2-[5-(4-bromo-phenyl)-1H-imidazol-2-yl]-pyrrolidine-1-carboxylic acid tert-butyl ester (65 mg, 17 mmol) in 3:1 DME/H2O (1.5 mL) were treated with Pd(PPh3)4 (10 mg, 0.0084 mmol) and K2CO3 (2 M solution, 0.25 mL, 0.50 mmol). The mixture was stirred in a sealed tube at 80° C. for 18 hours. The mixture was filtered through a fitted glass funnel and concentrated. The mixture was subjected to a reverse ... Starting materials: ClCCl, O=S(=O)(OS(=O)(=O)C(F)(F)F)C(F)(F)F, O=C1CCC(CO)O1, Cc1cccc(C)n1. Product: O=C1CCC(COS(=O)(=O)C(F)(F)F)O1. Reaction SMILES: [Cl:32][CH2:33][Cl:34].[F:1][C:2]([F:3])([F:4])[S:5](=[O:6])(=[O:7])[O:8][S:9]([C:10]([F:11])([F:12])[F:13])(=[O:14])=[O:15].[OH:16][CH2:17][CH:18]1[CH2:19][CH2:20][C:21](=[O:23])[O:22]1.[n:24]1[c:25]([CH3:26])[cH:27][cH:28][cH:29][c:30]1[CH3:31]>>[F:1][C:2]([F:3])([F:4])[S:5](=[O:6])(=[O:7])[O:8][CH2:17][CH:18]1[CH2:19][CH2:20][C:21](=[O:23])[O:22]1. As a reaction SMILES: C(OC(=O)[NH:7][CH:8]([CH2:23][C:24]1[CH:29]=[CH:28][C:27]([OH:30])=[CH:26][N:25]=1)[C:9]([NH:11][CH2:12][C:13]1[CH:18]=[CH:17][C:16]([C:19](=[O:22])[NH:20][OH:21])=[CH:15][CH:14]=1)=[O:10])(C)(C)C.C(O)(C(F)(F)F)=O>C(Cl)Cl>[NH2:7][CH:8]([CH2:23][C:24]1[CH:29]=[CH:28][C:27]([OH:30])=[CH:26][N:25]=1)[C:9]([NH:11][CH2:12][C:13]1[CH:18]=[CH:17][C:16]([C:19]([NH:20][OH:21])=[O:22])=[CH:15][CH:14]=1)=[O:10]. The solvent is C(Cl)Cl (CH2Cl2). Product: NC(C(=O)NCC1=CC=C(C(=O)NO)C=C1)CC1=NC=C(C=C1)O (4-((2-amino-3-(5-hydroxypyridin-2-yl)-propanamido) methyl)-N-hydroxybenzamide). Reported procedure: A solution of tert-butyl1-(4-(hydroxycarbamoyl)benzylamino)-3-(5-hydroxypyridin-2-yl)-1-oxopropan-2-ylcarbamate (0.10 g, 0.19 mmol) with 1 mL of TFA in 10 mL of CH2Cl2 (25 mL) was stirred for 4 h at room temperature. The solvent was evaporated (monitored by TLC). The residue was purified by chromatography to give oily Compound 10 (0.045 g, 71%). NMR (400 MHz in CDCl3, Bruker AVANCE-400): δ 3.08 (m, 2H, CH2), 4.20 (m, 2H, CH2), 4.36 (m, 1H, CH), 7.08-7.28 (m, 4H, Ar—H), 7.62-7.70 (m, 2H, Ar—H), 7... The reactants are C(C)(C)(C)OC(NC(C(=O)NCC1=CC=C(C=C1)C(NO)=O)CC1=NC=C(C=C1)O)=O (tert-butyl1-(4-(hydroxycarbamoyl)benzylamino)-3-(5-hydroxypyridin-2-yl)-1-oxopropan-2-ylcarbamate), C(=O)(C(F)(F)F)O (TFA). The yield is 71.7%. The reactants are C(C)(C)(C)C1=NN(C(=C1)C(=O)OCC)CCN(C)C (Ethyl 3-tert-butyl-1-(2-(dimethylamino)ethyl)-1H-pyrazole-5-carboxylate), Cl (HCl). Run at temperature 80 celsius. Product: [Cl-].C(C)(C)(C)C1=NN(C(=C1)C(=O)O)CC[NH+](C)C (2-(3-Tert-butyl-5-carboxy-1H-pyrazol-1-yl)-N,N-dimethylethanaminium chloride). Reaction SMILES: [C:1]([C:5]1[CH:9]=[C:8]([C:10]([O:12]CC)=[O:11])[N:7]([CH2:15][CH2:16][N:17]([CH3:19])[CH3:18])[N:6]=1)([CH3:4])([CH3:3])[CH3:2].[ClH:20]>>[Cl-:20].[C:1]([C:5]1[CH:9]=[C:8]([C:10]([OH:12])=[O:11])[N:7]([CH2:15][CH2:16][NH+:17]([CH3:19])[CH3:18])[N:6]=1)([CH3:4])([CH3:2])[CH3:3] |f:2.3|. Procedure details: Ethyl 3-tert-butyl-1-(2-(dimethylamino)ethyl)-1H-pyrazole-5-carboxylate (98 mg, 0.367 mmol) was dissolved in 6M aqueous HCl (4 mL, 24.00 mmol) and the colorless solution was heated to 80° C. for 72 h. The volatiles were evaporated in vacuo and the resulting white solid was coevaporated with Et2O 10 mL) to give the title compound as a white solid. Yield: 100 mg (99%).